This data is from the Open Reaction Database (ORD), a public repository of structured organic reaction records. The task is: describe an organic reaction: reactants, conditions, products, and yield Reported procedure: To tert-butyl 4-aminooxycrotonate (10.0 g) were added ethanol (150 ml) and water (150 ml), followed by gradually adding (2-formamidothiazol-4-yl)glyoxylic acid (11.0 g) with stirring. During the addition, the mixture was adjusted to pH 5 to 5.5 with 10% aqueous sodium hydroxide, and the stirring was continued at ambient temperature for 2 hours. After removal of the ethanol, to the remaining aqueous solution was added ethyl acetate, followed by adjusting to pH 7.5 with 10% aqueous sodium hydroxid... The product is C(C)(C)(C)OC(=O)/C=C/CON=C(C(=O)O)C=1N=C(SC1)NC=O (2-(trans-3-tert-butoxycarbonylallyloxyimino)-2-(2-formamidothiazol-4-yl)acetic acid). Reactants: [OH-].[Na+] (sodium hydroxide), NOC/C=C/C(=O)OC(C)(C)C (tert-butyl 4-aminooxycrotonate), C(C)O (ethanol), C(=O)NC=1SC=C(N1)C(C(=O)O)=O ((2-formamidothiazol-4-yl)glyoxylic acid). Run in CCCCCC (n-hexane), O (water), O1CCCC1 (tetrahydrofuran), O1CCCC1 (tetrahydrofuran), CCCCCC (n-hexane). RXN SMILES: [NH2:1][O:2][CH2:3]/[CH:4]=[CH:5]/[C:6]([O:8][C:9]([CH3:12])([CH3:11])[CH3:10])=[O:7].C(O)C.[CH:16]([NH:18][C:19]1[S:20][CH:21]=[C:22]([C:24](=O)[C:25]([OH:27])=[O:26])[N:23]=1)=[O:17].[OH-].[Na+]>O1CCCC1.CCCCCC.O>[C:9]([O:8][C:6](/[CH:5]=[CH:4]/[CH2:3][O:2][N:1]=[C:24]([C:22]1[N:23]=[C:19]([NH:18][CH:16]=[O:17])[S:20][CH:21]=1)[C:25]([OH:27])=[O:26])=[O:7])([CH3:12])([CH3:11])[CH3:10] |f:3.4|. Run at time 2 hour. Yield: 61.5%.